From a dataset of the Open Reaction Database (ORD), a public repository of structured organic reaction records. describe an organic reaction: reactants, conditions, products, and yield Reactants: CC(C)(C)OC(=O)N1C(CNCc2ccccc2)CC2CCCC21, CCO. RXN SMILES: [C:1]([CH3:2])([CH3:3])([CH3:4])[O:5][C:6](=[O:7])[N:8]1[CH:9]2[CH2:10][CH2:11][CH2:12][CH:13]2[CH2:14][CH:15]1[CH2:16][NH:17][CH2:18][c:19]1[cH:20][cH:21][cH:22][cH:23][cH:24]1.[CH3:25][CH2:26][OH:27]>>[C:1]([CH3:2])([CH3:3])([CH3:4])[O:5][C:6](=[O:7])[N:8]1[CH:9]2[CH2:10][CH2:11][CH2:12][CH:13]2[CH2:14][CH:15]1[CH2:16][NH2:17]. Product: CC(C)(C)OC(=O)N1C(CN)CC2CCCC21. Reactants: FC1=CC=C(C=C1)NC=1OCC(C1C(=O)OC)=O (methyl 2-[(4-fluorophenyl)amino]-4-oxo-4,5-dihydrofuran-3-carboxylate), Zn4(OCOCF3)6O, ClCC(CC(=O)OC)=O (methyl 4-chloroacetoacetate), FC1=CC=C(C=C1)N=C=O (4-fluorophenyl isocyanate). Reagents/catalysts: [Zn] (zinc). Solvent: C(CCC)O (1-butanol). Reaction conditions: temperature 80 celsius, time 3 day. Yields the product FC1=CC=C(C=C1)NC=1OCC(C1C(=O)OCCCC)=O (n-butyl 2-[(4-fluorophenyl)amino]-4-oxo-4,5-dihydrofuran-3-carboxylate). Reaction SMILES: [F:1][C:2]1[CH:7]=[CH:6][C:5]([NH:8][C:9]2[O:10][CH2:11][C:12](=[O:18])[C:13]=2[C:14]([O:16][CH3:17])=[O:15])=[CH:4][CH:3]=1.Cl[CH2:20][C:21](=O)[CH2:22]C(OC)=O.FC1C=CC(N=C=O)=CC=1>C(O)CCC.[Zn]>[F:1][C:2]1[CH:3]=[CH:4][C:5]([NH:8][C:9]2[O:10][CH2:11][C:12](=[O:18])[C:13]=2[C:14]([O:16][CH2:17][CH2:20][CH2:21][CH3:22])=[O:15])=[CH:6][CH:7]=1. Procedure details: Under a nitrogen atmosphere, a solution of methyl 2-[(4-fluorophenyl)amino]-4-oxo-4,5-dihydrofuran-3-carboxylate (0.13 g, 0.50 mmol) which similarly prepared according to the procedure described in the Example 2, First step using methyl 4-chloroacetoacetate and 4-fluorophenyl isocyanate, and zinc cluster catalyst (Zn4(OCOCF3)6O) (0.0062 g, 0.0065 mmol) in 1-butanol (2.0 mL) was stirred at 80° C. for 3 days then stirred at ambient temperature for further 3 days. The precipitate was collected by f... Reactants: C1(CC1)N1C=NC2=C1C(=NC(=C2)C2=CC=C(C=C2)N2CCN(CC2)S(=O)(=O)C)O[C@H](C)[C@@H]2CC(NC2)=O ((R)-4-((R)-1-((3-cyclopropyl-6-(4-(4-(methylsulfonyl)piperazin-1-yl)phenyl)-3H-imidazo[4,5-c]pyridin-4-yl)oxy)ethyl)pyrrolidin-2-one), C1(CC1)N1C=NC2=C1C(=NC(=C2)C2=CC=C(C=C2)N2CCNCC2)O[C@H](C)[C@@H]2CC(NC2)=O ((R)-4-((R)-1-((3-cyclopropyl-6-(4-(piperazin-1-yl)phenyl)-3H-imidazo[4,5-c]pyridin-4-yl)oxy)ethyl)pyrrolidin-2-one), O1CC(C1)S(=O)(=O)Cl (oxetane-3-sulfonyl chloride). The product is C1(CC1)N1C=NC2=C1C(=NC(=C2)C2=CC=C(C=C2)N2CCN(CC2)S(=O)(=O)C2COC2)O[C@H](C)[C@@H]2CC(NC2)=O ((R)-4-((R)-1-((3-cyclopropyl-6-(4-(4-(oxetan-3-ylsulfonyl)piperazin-1-yl)phenyl)-3H-imidazo[4,5-c]pyridin-4-yl)oxy)ethyl)pyrrolidin-2-one). As a reaction SMILES: [CH:1]1([N:4]2[C:8]3[C:9]([O:29][C@@H:30]([C@H:32]4[CH2:36][NH:35][C:34](=[O:37])[CH2:33]4)[CH3:31])=[N:10][C:11]([C:13]4[CH:18]=[CH:17][C:16]([N:19]5[CH2:24][CH2:23][N:22]([S:25]([CH3:28])(=[O:27])=[O:26])[CH2:21][CH2:20]5)=[CH:15][CH:14]=4)=[CH:12][C:7]=3[N:6]=[CH:5]2)[CH2:3][CH2:2]1.C1(N2C3[C:46]([O:62][C@@H:63]([C@H]4CNC(=O)C4)C)=NC(C4C=CC(N5CCNCC5)=CC=4)=CC=3N=C2)CC1.O1CC(S(Cl)(=O)=O)C1>>[CH:1]1([N:4]2[C:8]3[C:9]([O:29][C@@H:30]([C@H:32]4[CH2:36][NH:35][C:34](=[O:37])[CH2:33]4)[CH3:31])=[N:10][C:11]([C:13]4[CH:18]=[CH:17][C:16]([N:19]5[CH2:24][CH2:23][N:22]([S:25]([CH:28]6[CH2:63][O:62][CH2:46]6)(=[O:26])=[O:27])[CH2:21][CH2:20]5)=[CH:15][CH:14]=4)=[CH:12][C:7]=3[N:6]=[CH:5]2)[CH2:3][CH2:2]1. Reported procedure: Following the procedure described for intermediate 3.45, starting from (R)-4-((R)-1-((3-cyclopropyl-6-(4-(piperazin-1-yl)phenyl)-3H-imidazo[4,5-c]pyridin-4-yl)oxy)ethyl)pyrrolidin-2-one (90 mg, 0.2 mmol) and oxetane-3-sulfonyl chloride (0.12 ml, 0.89 mmol) to provide 42.4 mg of (R)-4-((R)-1-((3-cyclopropyl-6-(4-(4-(oxetan-3-ylsulfonyl)piperazin-1-yl)phenyl)-3H-imidazo[4,5-c]pyridin-4-yl)oxy)ethyl)pyrrolidin-2-one. Reactants: [O-][Mn](=O)(=O)=O.[K+] (KMnO4), FC(C(=O)N[C@@H]1CCCC2=CC=CC=C12)(F)F ((R)-2,2,2-trifluoro-N-(1,2,3,4-tetrahydronaphthalen-1-yl)acetamide), MgSO4.7H2O. Isolated yield 91.0%. Reaction SMILES: [F:1][C:2]([F:17])([F:16])[C:3]([NH:5][C@H:6]1[C:15]2[C:10](=[CH:11][CH:12]=[CH:13][CH:14]=2)[CH2:9][CH2:8][CH2:7]1)=[O:4].[O-:18][Mn](=O)(=O)=O.[K+]>CC(C)=O.O>[F:1][C:2]([F:16])([F:17])[C:3]([NH:5][C@H:6]1[C:15]2[C:10](=[CH:11][CH:12]=[CH:13][CH:14]=2)[C:9](=[O:18])[CH2:8][CH2:7]1)=[O:4] |f:1.2|. Yields the product FC(C(=O)N[C@@H]1CCC(C2=CC=CC=C12)=O)(F)F ((R)-2,2,2-trifluoro-N-(4-oxo-1,2,3,4-tetrahydronaphthalen-1-yl)acetamide). Solvent: CC(=O)C (acetone), O (water). Procedure: To a cooled solution of 1 g (4.1 mmol) of (R)-2,2,2-trifluoro-N-(1,2,3,4-tetrahydronaphthalen-1-yl)acetamide in acetone (30 mL) at 0° C., was added a solution of 2.03 g (8.2 mmol) MgSO4.7H2O in 15 mL of water. After 5 min of stirring, 1.95 g (12.3 mmol) of KMnO4 was added in small portions over 1 hr. The mixture was then stirred overnight, slowly warming to room temp. The mixture was filtered. The filtrate was treated with saturated sodium metabisulfite and filtered. The filtrate was extracted w... Conditions: time 5 minute.